Dataset: the Open Reaction Database (ORD), a public repository of structured organic reaction records. Task: describe an organic reaction: reactants, conditions, products, and yield Reactants: O=C([O-])[O-], COC(=O)CCc1ccc(O)cc1, COc1ccc(-c2c(-c3ccccc3)oc3ncnc(Cl)c23)cc1, [Cs+], [Cs+], O. The product is COC(=O)CCc1ccc(Oc2ncnc3oc(-c4ccccc4)c(-c4ccc(OC)cc4)c23)cc1. Reaction SMILES: [C:38](=[O:39])([O-:40])[O-:41].[CH3:25][O:26][C:27]([CH2:28][CH2:29][c:30]1[cH:31][cH:32][c:33]([OH:36])[cH:34][cH:35]1)=[O:37].[Cl:1][c:2]1[c:3]2[c:4]([n:5][cH:6][n:7]1)[o:8][c:9](-[c:19]1[cH:20][cH:21][cH:22][cH:23][cH:24]1)[c:10]2-[c:11]1[cH:12][cH:13][c:14]([O:17][CH3:18])[cH:15][cH:16]1.[Cs+:42].[Cs+:43].[OH2:44]>>[c:2]1([O:36][c:33]2[cH:32][cH:31][c:30]([CH2:29][CH2:28][C:27]([O:26][CH3:25])=[O:37])[cH:35][cH:34]2)[c:3]2[c:4]([n:5][cH:6][n:7]1)[o:8][c:9](-[c:19]1[cH:20][cH:21][cH:22][cH:23][cH:24]1)[c:10]2-[c:11]1[cH:12][cH:13][c:14]([O:17][CH3:18])[cH:15][cH:16]1. Reactants: CC(Cl)c1cccnc1, ClC1=C(C=NC2=CNN=C21)C(OCC)=O. Reagents/catalysts: O=C([O-])[O-].[Cs+].[Cs+] (cesium carbonate), [I-].[K+] (potassium iodide). Run in CN(C)C=O (DMF), CN(C)C=O (dmf), CN(C)C=O (DMF). Run at temperature 70 celsius, time 16 hour. The product is ClC%28=C(C=NC%29=CN(C(C)C%30=CC=CN=C%30)N=C%29%28)C(OCC)=O. Starting materials: C(C)OC(=O)C1=NNC=C1[N+](=O)[O-] (4-nitro-1H-pyrazole-3-carboxylic acid ethyl ester), C(=O)([O-])[O-].[K+].[K+] (K2CO3), COC1=CC=C(CCl)C=C1 (4-methoxybenzyl chloride). Procedure details: To a solution of 4-nitro-1H-pyrazole-3-carboxylic acid ethyl ester (8.8 g, 47.5 mmol) in MeCN (100 ml) was added K2CO3 (7.9 g, 57.0 mmol) followed by 4-methoxybenzyl chloride (7.1 ml, 52.3 mmol) and the mixture stirred at ambient temperature for 20 hours. The mixture was evaporated in vacuo, the residue partitioned between EtOAc and 2M aqueous hydrochloric acid and the organic portion washed with saturated aqueous sodium hydrogen carbonate, dried (MgSO4) and evaporated in vacuo. The residue was ... The yield is 75.9%. Reaction conditions: time 20 hour. As a reaction SMILES: [CH2:1]([O:3][C:4]([C:6]1[C:10]([N+:11]([O-:13])=[O:12])=[CH:9][NH:8][N:7]=1)=[O:5])[CH3:2].C([O-])([O-])=O.[K+].[K+].[CH3:20][O:21][C:22]1[CH:29]=[CH:28][C:25]([CH2:26]Cl)=[CH:24][CH:23]=1>CC#N>[CH2:1]([O:3][C:4]([C:6]1[C:10]([N+:11]([O-:13])=[O:12])=[CH:9][N:8]([CH2:26][C:25]2[CH:28]=[CH:29][C:22]([O:21][CH3:20])=[CH:23][CH:24]=2)[N:7]=1)=[O:5])[CH3:2] |f:1.2.3|. Solvent: CC#N (MeCN). The product is C(C)OC(=O)C1=NN(C=C1[N+](=O)[O-])CC1=CC=C(C=C1)OC (1-(4-methoxy-benzyl)-4-nitro-1H-pyrazole-3-carboxylic acid ethyl ester). The reactants are [C@H]1(CC=CCC1)C(=O)O ((S)-Cyclohex-3-enecarboxylic acid), C[Si](C)(C)Br (trimethylsilyl bromide), CS(=O)C (DMSO), C(C)(C)N(C(C)C)CC (N,N-diisopropylethylamine), C1=CC=NC(=C1)NS(=O)(=O)C2=CC=C(C=C2)N/N=C\3/C=CC(=O)C(=C3)C(=O)O (Iwata), Heterocycles. Run in C(Cl)(Cl)Cl (CHCl3). The product is Br[C@@H]1CC[C@@H]2C(O[C@H]1C2)=O ((1S,4R,5S)-4-Bromo-6-oxabicyclo[3.2.1]octan-7-one). As a reaction SMILES: [C@H:1]1([C:7]([OH:9])=[O:8])[CH2:6][CH2:5][CH:4]=[CH:3][CH2:2]1.C[Si]([Br:14])(C)C.CS(C)=O.C(N(CC)C(C)C)(C)C.C1C=C(NS(C2C=CC(N/N=C3/C=CC(C(C(O)=O)=C/3)=O)=CC=2)(=O)=O)N=CC=1>C(Cl)(Cl)Cl>[Br:14][C@H:4]1[C@@H:5]2[CH2:6][C@@H:1]([C:7](=[O:9])[O:8]2)[CH2:2][CH2:3]1. Procedure details: (S)-Cyclohex-3-enecarboxylic acid (1.98 g, 15.7 mmol) ([α]D=−92.7° (c=1, CHCl3)=97.5% e.e., resolved by the method of Schwartz et al, J. Am. Chem. Soc., 100, 5199, (1978)) was reacted with trimethylsilyl bromide (4.10 mL, 31.3 mmol), DMSO (2.23 mL, 31.3 mmol), and N,N-diisopropylethylamine (4.45 mL, 31.3 mmol) (by a modification of the method of Iwata et al, Heterocycles., 31, 987 (1990)) to give a white solid, (2.91 g, 14.2 mmol, 90%); The product is C(C)C=1C=NC(=NC1)N1CCC2(OCCO2)CC1 (8-(5-Ethylpyrimidin-2-yl)-1,4-dioxa-8-azaspiro[4.5]decane). Reaction SMILES: [O:1]1[C:5]2([CH2:10][CH2:9][NH:8][CH2:7][CH2:6]2)[O:4][CH2:3][CH2:2]1.Cl[C:12]1[N:17]=[CH:16][C:15]([CH2:18][CH3:19])=[CH:14][N:13]=1>>[CH2:18]([C:15]1[CH:14]=[N:13][C:12]([N:8]2[CH2:9][CH2:10][C:5]3([O:4][CH2:3][CH2:2][O:1]3)[CH2:6][CH2:7]2)=[N:17][CH:16]=1)[CH3:19]. Procedure details: The title compound is prepared from 1,4-dioxa-8-azaspiro[4.5]decane and 2-chloro-5-ethyl-pyrimidine following a procedure analogous to that described for Intermediate 61. Starting materials: O1CCOC12CCNCC2 (1,4-dioxa-8-azaspiro[4.5]decane), ClC1=NC=C(C=N1)CC (2-chloro-5-ethyl-pyrimidine), Intermediate 61.